Task: describe an organic reaction: reactants, conditions, products, and yield. Dataset: the Open Reaction Database (ORD), a public repository of structured organic reaction records Starting materials: BrC1=C(C=C(C=C1)C1=CN=C(N=N1)N)F (6-(4-bromo-3-fluorophenyl)-1,2,4-triazin-3-amine), COC1=CC=C(C=C1)SCC=O ([(4-methoxyphenyl)thio]acetaldehyde), N1[C@@H](C(=O)O)CCC1 (D-proline), ClN1C(CCC1=O)=O (N-chlorosuccinimide). The solvent is C(Cl)(Cl)Cl (chloroform). Run at temperature 0 celsius, time 30 minute. Product: BrC1=C(C=C(C=C1)C=1C=NC=2N(N1)C(=CN2)SC2=CC=C(C=C2)OC)F (2-(4-bromo-3-fluorophenyl)-7-[(4-methoxyphenyl)thio]imidazo[1,2-b][1,2,4]triazine). Reaction SMILES: [CH3:1][O:2][C:3]1[CH:8]=[CH:7][C:6]([S:9][CH2:10][CH:11]=O)=[CH:5][CH:4]=1.N1CCC[C@@H]1C(O)=O.ClN1C(=O)CCC1=O.[Br:29][C:30]1[CH:35]=[CH:34][C:33]([C:36]2[N:41]=[N:40][C:39]([NH2:42])=[N:38][CH:37]=2)=[CH:32][C:31]=1[F:43]>C(Cl)(Cl)Cl>[Br:29][C:30]1[CH:35]=[CH:34][C:33]([C:36]2[CH:37]=[N:38][C:39]3[N:40]([C:10]([S:9][C:6]4[CH:7]=[CH:8][C:3]([O:2][CH3:1])=[CH:4][CH:5]=4)=[CH:11][N:42]=3)[N:41]=2)=[CH:32][C:31]=1[F:43]. Procedure details: To a cooled (0° C.) reaction mixture of [(4-methoxyphenyl)thio]acetaldehyde (36.4 mg, 0.2 mmol) and D-proline (4.6 mg, 0.04 mmol) in chloroform (1.2 mL) was added N-chlorosuccinimide. (26.7 mg, 0.2 mmol). The reaction mixture was stirred at 0° C. for 30 min, then gradually warmed to RT for 2 h. To the reaction mixture was added [6-(4-bromo-3-fluorophenyl)-1,2,4-triazin-3-amine (26.9 mg, 0.1 mmol). The reaction mixture was stirred for 1 h. The solvent was removed under reduced pressure. The resid... Starting materials: NC(C1=C(C=C(C(=O)OC)C=C1)F)=NO (methyl 4-[amino(hydroxyimino)methyl]-3-fluorobenzoate), CC1N(CCCC1)C1=C(C=C(C(=O)O)C=C1)C(F)(F)F (4-(2-Methylpiperidin-1-yl)-3-(trifluoromethyl)benzoic acid). Product: FC=1C=C(C(=O)OC)C=CC1C1=NOC(=N1)C1=CC(=C(C=C1)N1C(CCCC1)C)C(F)(F)F (methyl 3-fluoro-4-{5-[4-(2-methylpiperidin-1-yl)-3-(trifluoromethyl)phenyl]-1,2,4-oxadiazol-3-yl}benzoate). Reaction SMILES: [NH2:1][C:2](=[N:14][OH:15])[C:3]1[CH:12]=[CH:11][C:6]([C:7]([O:9][CH3:10])=[O:8])=[CH:5][C:4]=1[F:13].[CH3:16][CH:17]1[CH2:22][CH2:21][CH2:20][CH2:19][N:18]1[C:23]1[CH:31]=[CH:30][C:26]([C:27](O)=O)=[CH:25][C:24]=1[C:32]([F:35])([F:34])[F:33]>>[F:13][C:4]1[CH:5]=[C:6]([CH:11]=[CH:12][C:3]=1[C:2]1[N:1]=[C:27]([C:26]2[CH:30]=[CH:31][C:23]([N:18]3[CH2:19][CH2:20][CH2:21][CH2:22][CH:17]3[CH3:16])=[C:24]([C:32]([F:35])([F:34])[F:33])[CH:25]=2)[O:15][N:14]=1)[C:7]([O:9][CH3:10])=[O:8]. Procedure details: The title compound was prepared following procedure described for example 4, step 1, but starting from Intermediate 2 (106.09 mg; 0.50 mmol) and Intermediate 15 (143.64 mg; 0.50 mmol). The reaction mixture was filtered through a SPE NH2 column (2 g) and rinsed with ACN. The filtrate was passed through a SPE SCX column (2 g) and rinsed with ACN. After evaporation of the solvents, the crude product was suspended in ACN, filtrated and dried under vacuo, affording the title compound as a yellow soli... Reactants: CS(=O)(=O)c1ccc(C(=O)O)s1, Cl, Cl, Cl, NC1CCC(CCN2CCN(c3nccc4c3CCO4)CC2)CC1. Product: CS(=O)(=O)c1ccc(C(=O)NC2CCC(CCN3CCN(c4nccc5c4CCO5)CC3)CC2)s1. RXN SMILES: [CH3:28][S:29](=[O:30])(=[O:31])[c:32]1[cH:33][cH:34][c:35]([C:37](=[O:38])[OH:39])[s:36]1.[ClH:1].[ClH:2].[ClH:3].[O:4]1[CH2:5][CH2:6][c:7]2[c:8]([N:13]3[CH2:14][CH2:15][N:16]([CH2:19][CH2:20][CH:21]4[CH2:22][CH2:23][CH:24]([NH2:27])[CH2:25][CH2:26]4)[CH2:17][CH2:18]3)[n:9][cH:10][cH:11][c:12]21>>[O:4]1[CH2:5][CH2:6][c:7]2[c:8]([N:13]3[CH2:14][CH2:15][N:16]([CH2:19][CH2:20][CH:21]4[CH2:22][CH2:23][CH:24]([NH:27][C:37]([c:35]5[cH:34][cH:33][c:32]([S:29]([CH3:28])(=[O:30])=[O:31])[s:36]5)=[O:38])[CH2:25][CH2:26]4)[CH2:17][CH2:18]3)[n:9][cH:10][cH:11][c:12]21. The reactants are Cc1ccccc1, CCN(C(C)C)C(C)C, COc1ccnc(Cl)c1, O=C(C=Cc1ccccc1)C=Cc1ccccc1, O=C(C=Cc1ccccc1)C=Cc1ccccc1, O=C(C=Cc1ccccc1)C=Cc1ccccc1, [Pd], [Pd], SCc1ccccc1, CC1(C)c2cccc(P(c3ccccc3)c3ccccc3)c2Oc2c(P(c3ccccc3)c3ccccc3)cccc21. Product: COc1ccnc(SCc2ccccc2)c1. Reaction SMILES: [CH3:69][c:70]1[cH:71][cH:72][cH:73][cH:74][cH:75]1.[CH:18]([N:19]([CH2:20][CH3:21])[CH:22]([CH3:23])[CH3:24])([CH3:25])[CH3:26].[Cl:1][c:2]1[n:3][cH:4][cH:5][c:6]([O:8][CH3:9])[cH:7]1.[O:114]=[C:115]([CH:116]=[CH:117][c:118]1[cH:119][cH:120][cH:121][cH:122][cH:123]1)[CH:124]=[CH:125][c:126]1[cH:127][cH:128][cH:129][cH:130][cH:131]1.[O:78]=[C:79]([CH:80]=[CH:81][c:82]1[cH:83][cH:84][cH:85][cH:86][cH:87]1)[CH:88]=[CH:89][c:90]1[cH:91][cH:92][cH:93][cH:94][cH:95]1.[O:96]=[C:97]([CH:98]=[CH:99][c:100]1[cH:101][cH:102][cH:103][cH:104][cH:105]1)[CH:106]=[CH:107][c:108]1[cH:109][cH:110][cH:111][cH:112][cH:113]1.[Pd:76].[Pd:77].[c:10]1([CH2:16][SH:17])[cH:11][cH:12][cH:13][cH:14][cH:15]1.[c:27]1([P:28]([c:29]2[cH:30][cH:31][cH:32][cH:33][cH:34]2)[c:35]2[c:36]3[c:60]([cH:61][cH:62][cH:63]2)[C:57]([CH3:58])([CH3:59])[c:39]2[c:38]([c:43]([P:44]([c:45]4[cH:46][cH:47][cH:48][cH:49][cH:50]4)[c:51]4[cH:52][cH:53][cH:54][cH:55][cH:56]4)[cH:42][cH:41][cH:40]2)[O:37]3)[cH:64][cH:65][cH:66][cH:67][cH:68]1>>[c:2]1([S:17][CH2:16][c:10]2[cH:11][cH:12][cH:13][cH:14][cH:15]2)[n:3][cH:4][cH:5][c:6]([O:8][CH3:9])[cH:7]1. The reactants are IC1=NNC2=NC=NC(=C21)N (3-iodo-1H-pyrazolo[3,4-d]pyrimidin-4-amine), [H-].[Na+] (sodium hydride), oil, Cl.ClCC=1N=C2N(C(C1C1=CC(=CC=C1)F)=O)C(=CC=C2)C (2-(chloromethyl)-3-(3-fluorophenyl)-6-methyl-4H-pyrido[1,2-a]pyrimidin-4-one hydrochloride), ice water. Run in CN(C)C=O (DMF), CN(C)C=O (DMF). Conditions: time 3 hour. Product: C(Cl)Cl.CO.[NH4+].[OH-] (DCM MeOH NH4OH), NC1=C2C(=NC=N1)N(N=C2I)CC=2N=C1N(C(C2C2=CC(=CC=C2)F)=O)C(=CC=C1)C (2-((4-Amino-3-iodo-1H-pyrazolo[3,4-d]pyrimidin-1-yl)methyl)-3-(3-fluoro-phenyl)-6-methyl-4H-pyrido[1,2-a]pyrimidin-4-one). As a reaction SMILES: [I:1][C:2]1[C:10]2[C:5](=[N:6][CH:7]=[N:8][C:9]=2[NH2:11])[NH:4][N:3]=1.[H-].[Na+].[ClH:14].[Cl:15][CH2:16][C:17]1[N:18]=[C:19]2[CH:34]=[CH:33][CH:32]=[C:31]([CH3:35])[N:20]2[C:21](=[O:30])[C:22]=1[C:23]1[CH:28]=[CH:27][CH:26]=[C:25]([F:29])[CH:24]=1>CN(C=O)C>[CH2:16]([Cl:15])[Cl:14].[CH3:21][OH:30].[NH4+:3].[OH-:30].[NH2:11][C:9]1[N:8]=[CH:7][N:6]=[C:5]2[N:4]([CH2:16][C:17]3[N:18]=[C:19]4[CH:34]=[CH:33][CH:32]=[C:31]([CH3:35])[N:20]4[C:21](=[O:30])[C:22]=3[C:23]3[CH:28]=[CH:27][CH:26]=[C:25]([F:29])[CH:24]=3)[N:3]=[C:2]([I:1])[C:10]=12 |f:1.2,3.4,6.7.8.9|. Procedure details: To a solution of 3-iodo-1H-pyrazolo[3,4-d]pyrimidin-4-amine (0.6560 g, 2.513 mmol) in 10 mL of DMF was added sodium hydride, 60% dispersion in mineral oil (0.2010 g, 5.026 mmol) at 0° C. and the mixture was stirred at rt. After 10 min the mixture was added to a solution of 2-(chloromethyl)-3-(3-fluorophenyl)-6-methyl-4H-pyrido[1,2-a]pyrimidin-4-one hydrochloride (0.8524 g, 2.513 mmol) in 5 mL of DMF and the resulting mixture was stirred at rt. After 3 h, the mixture was poured into ice-water (10... Reactants: C(C)(=O)C1=CC=C(C=C1)C(C)=O (p-diacetylbenzene), NC1=CC=CC=C1 (aniline), C1=CC=CC=C1 (benzene). Solvent: O (water). Product: C(C)(=O)C1=CC=C(N=C(C2=CC=CC=C2)C)C=C1 (p-acetyl-N-(α-methyl benzylidene) aniline). As a reaction SMILES: C([C:4]1[CH:9]=[CH:8][C:7]([C:10](=[O:12])[CH3:11])=[CH:6][CH:5]=1)(=O)C.[NH2:13][C:14]1C=CC=C[CH:15]=1.[CH:20]1[CH:25]=[CH:24][CH:23]=[CH:22][CH:21]=1>O>[C:10]([C:7]1[CH:6]=[CH:5][C:4]([N:13]=[C:14]([CH3:15])[C:20]2[CH:25]=[CH:24][CH:23]=[CH:22][CH:21]=2)=[CH:9][CH:8]=1)(=[O:12])[CH3:11]. Reported procedure: A solution of p-diacetylbenzene (50 g), aniline (80 g) and benzene (120 ml) was refluxed in the presence of molecular sieve (10 g) with continuous removal of water. The crude product was crystallized from ethanol to give p-acetyl-N-(α-methyl benzylidene) aniline (XXIII). XXIII had a melting point of 205° C. The reactants are CO, [Na+], [OH-], CC(=O)Oc1cccc2c1c1ccccc1n2S(=O)(=O)c1ccccc1. The product is O=S(=O)(c1ccccc1)n1c2ccccc2c2c(O)cccc21. Reaction SMILES: [CH3:29][OH:30].[Na+:28].[OH-:27].[c:1]1([S:7](=[O:8])(=[O:9])[n:10]2[c:11]3[cH:12][cH:13][cH:14][cH:15][c:16]3[c:17]3[c:18]([O:23][C:24](=[O:25])[CH3:26])[cH:19][cH:20][cH:21][c:22]23)[cH:2][cH:3][cH:4][cH:5][cH:6]1>>[c:1]1([S:7](=[O:8])(=[O:9])[n:10]2[c:11]3[cH:12][cH:13][cH:14][cH:15][c:16]3[c:17]3[c:18]([OH:23])[cH:19][cH:20][cH:21][c:22]23)[cH:2][cH:3][cH:4][cH:5][cH:6]1. Starting materials: C([O-])(O)=O (bicarbonate), C1(CC1)C1=NC=2N(C(NC(C2N1)=S)=S)CCC (8-cyclopropyl-3-n-propyl-2,6-dithioxantine), C1(CCCC1)N (cyclopentylamine), C1(CC(C(CC1)C(C)C)O)C (menthol). The product is C1(CCCC1)NC=1C=2NC(=NC2N(C(N1)=S)CCC)C1CC1 (6-Cyclopentylamino-8-cyclopropyl-3,7-dihydro-3-propyl-2H-purine-2-thione). RXN SMILES: [CH:1]1([C:4]2[NH:12][C:11]3[C:10](=S)[NH:9][C:8](=[S:14])[N:7]([CH2:15][CH2:16][CH3:17])[C:6]=3[N:5]=2)[CH2:3][CH2:2]1.[CH:18]1([NH2:23])[CH2:22][CH2:21][CH2:20][CH2:19]1.C1(C)CCC(C(C)C)C(O)C1.C(=O)(O)[O-]>>[CH:18]1([NH:23][C:10]2[C:11]3[NH:12][C:4]([CH:1]4[CH2:3][CH2:2]4)=[N:5][C:6]=3[N:7]([CH2:15][CH2:16][CH3:17])[C:8](=[S:14])[N:9]=2)[CH2:22][CH2:21][CH2:20][CH2:19]1. Procedure: 5.33 g (20 mmoles) of 8-cyclopropyl-3-n-propyl-2,6-dithioxantine and 42 ml of cyclopentylamine were heated in a 450 ml pressure reactor to 150° C. (50 psi) with the exclusion of air. After 20 hours the solution was transferred with menthol to a round bottom flask and evaporated in vacuo to dryness. The residue is treated with 60 ml of water and 5N HCl to obtain a pH of 2. The suspension is neutralized with bicarbonate to pH 7, the solid collected, washed, dried, suspended in refluxing acetone an... Starting materials: C(C=CC1=CC=CC=C1)(=O)O (Cinnamic acid), C(C=1C(O)=CC=CC1)(=O)O (salicylic acid), [OH-].C(CCC)[P+](CCCC)(CCCC)CCCC (tetrabutylphosphonium hydroxide). Solvent: CC(=O)C (acetone). Conditions: time 15 minute. Yields the product C(C=1C(O)=CC=CC1)(=O)[O-].C(CCC)[P+](CCCC)(CCCC)CCCC.C(C=CC1=CC=CC=C1)(=O)O (Tetrabutylphosphonium Salicylate cinnamic Acid). As a reaction SMILES: [C:1]([OH:11])(=[O:10])[CH:2]=[CH:3][C:4]1[CH:9]=[CH:8][CH:7]=[CH:6][CH:5]=1.[C:12]([OH:21])(=[O:20])[C:13]1[C:14](=[CH:16][CH:17]=[CH:18][CH:19]=1)[OH:15].[OH-].[CH2:23]([P+:27]([CH2:36][CH2:37][CH2:38][CH3:39])([CH2:32][CH2:33][CH2:34][CH3:35])[CH2:28][CH2:29][CH2:30][CH3:31])[CH2:24][CH2:25][CH3:26]>CC(C)=O>[C:12]([O-:21])(=[O:20])[C:13]1[C:14](=[CH:16][CH:17]=[CH:18][CH:19]=1)[OH:15].[CH2:36]([P+:27]([CH2:23][CH2:24][CH2:25][CH3:26])([CH2:28][CH2:29][CH2:30][CH3:31])[CH2:32][CH2:33][CH2:34][CH3:35])[CH2:37][CH2:38][CH3:39].[C:1]([OH:11])(=[O:10])[CH:2]=[CH:3][C:4]1[CH:5]=[CH:6][CH:7]=[CH:8][CH:9]=1 |f:2.3,5.6.7|. Procedure details: Cinnamic acid (0.7408 g, 5 mmol), salicylic acid (0.6909 g, 5 mmol) and tetrabutylphosphonium hydroxide (˜40% sol. in H2O) (3.414 g, 5 mmol) were dissolved in 20 ml of acetone stirred and for 15 min at room temperature. The solvent was evaporated and the remaining viscous liquid was dried at 0.1 mbar with stirring for 24 hrs. Identity and purity was confirmed via 1H NMR. The desired compound is isolated as a colourless liquid; 1H-NMR (300 MHz, d6-DMSO) δ(ppm)=7.67 (m, 3H), 7.57 (d, J=19.1 Hz, 1H...